The task is: describe an organic reaction: reactants, conditions, products, and yield. This data is from the Open Reaction Database (ORD), a public repository of structured organic reaction records. Reactants: C1(CCCCC1)C1=CC=C(N)C=C1 (p-cyclohexylaniline), Br.C(CCC)SC1NCCN1 (2-n-butylthioimidazolidine hydrobromide). Solvent: C(CCCC)O (amyl alcohol). Yields the product C1(CCCCC1)C1=CC=C(C=C1)N=C1NCCN1 (2-(4-cyclohexylphenyl)imino-imidazolidine). RXN SMILES: [CH:1]1([C:7]2[CH:13]=[CH:12][C:10]([NH2:11])=[CH:9][CH:8]=2)[CH2:6][CH2:5][CH2:4][CH2:3][CH2:2]1.Br.C(S[CH:20]1[NH:24][CH2:23][CH2:22][NH:21]1)CCC>C(O)CCCC>[CH:1]1([C:7]2[CH:8]=[CH:9][C:10]([N:11]=[C:20]3[NH:24][CH2:23][CH2:22][NH:21]3)=[CH:12][CH:13]=2)[CH2:2][CH2:3][CH2:4][CH2:5][CH2:6]1 |f:1.2|. Reported procedure: 9.1 g of p-cyclohexylaniline and 11.9 g of 2-n-butylthioimidazolidine hydrobromide in 60 ml of amyl alcohol are refluxed for 6 hours. The solvent is then distilled off in vacuo. The residue is taken up in methylene chloride and successively washed with dilute sodium hydroxide solution and water. The methylene chloride is distilled off and the crude final product is recrystallised from acetonitrile. The resylting 2-(4-cyclohexylphenyl)imino-imidazolidine decomposes at 163° C.